From a dataset of the Open Reaction Database (ORD), a public repository of structured organic reaction records. describe an organic reaction: reactants, conditions, products, and yield Product: C(C)N(C1=CC=C(C=C1)S(=O)(=O)N1C(CCCC1)=O)CC (1-[4-(Diethylamino)benzenesulphonyl]-2-piperidinone). Run in C(C)(=O)OC(C)=O (acetic anhydride). Yield: 63.5%. Reactants: C(C)N(C1=CC=C(C=C1)S(=O)(=O)NCCCCC(=O)O)CC (5-(4-Diethylaminobenzenesulphonylamino)valeric acid), C(C)(=O)[O-].[Na+] (sodium acetate). Procedure: 2 g of product obtained in stage A are heated to reflux for 2 hours with 2 g of sodium acetate in 20 cm3 of acetic anhydride. The mixture is cooled to room temperature and evaporated to dryness, the residue is taken up in a mixture of chloroform and water, the organic phase is separated and dried and, after removal of the solvents, 1.8 g of expected crude product are obtained. M.p. 118°-120° C. After crystallization in isopropanol, 1.2 g of pure product are obtained. M.p. 122°-123° C. As a reaction SMILES: [CH2:1]([N:3]([CH2:21][CH3:22])[C:4]1[CH:9]=[CH:8][C:7]([S:10]([NH:13][CH2:14][CH2:15][CH2:16][CH2:17][C:18](O)=[O:19])(=[O:12])=[O:11])=[CH:6][CH:5]=1)[CH3:2].C([O-])(=O)C.[Na+]>C(OC(=O)C)(=O)C>[CH2:1]([N:3]([CH2:21][CH3:22])[C:4]1[CH:9]=[CH:8][C:7]([S:10]([N:13]2[CH2:14][CH2:15][CH2:16][CH2:17][C:18]2=[O:19])(=[O:12])=[O:11])=[CH:6][CH:5]=1)[CH3:2] |f:1.2|. Starting materials: COC(=O)c1cc(-c2ccnn2C)n(C)c1, O=C1CCC(=O)N1Cl, C1CCOC1. The product is COC(=O)c1cc(-c2ccnn2C)n(C)c1Cl. As a reaction SMILES: [CH3:1][n:2]1[cH:3][c:4]([C:13](=[O:14])[O:15][CH3:16])[cH:5][c:6]1-[c:7]1[cH:8][cH:9][n:10][n:11]1[CH3:12].[Cl:17][N:18]1[C:19](=[O:20])[CH2:21][CH2:22][C:23]1=[O:24].[O:25]1[CH2:26][CH2:27][CH2:28][CH2:29]1>>[CH3:1][n:2]1[c:3]([Cl:17])[c:4]([C:13](=[O:14])[O:15][CH3:16])[cH:5][c:6]1-[c:7]1[cH:8][cH:9][n:10][n:11]1[CH3:12]. Starting materials: Cl.CON (O-Methylhydroxylamine hydrochloride), FC(C=1C=C(C=C(C1)C(F)(F)F)C(C)=O)(F)F (1-[3,5-bis(trifluoromethyl)phenyl]ethanone), C(C)(=O)[O-].[Na+] (sodium acetate), [O-]S(=O)(=O)[O-].[Mg+2] (MgSO4), Cl (hydrogen chloride). The solvent is O (water), C(C)O (ethanol), O (water). Run at temperature 0 celsius. The product is Cl.CC(N)C1=CC(=CC(=C1)C(F)(F)F)C(F)(F)F ((RS)-α-methyl-3,5-bis(trifluoromethyl)benzenemethanamine hydrochloride). Isolated yield 84.2%. RXN SMILES: [ClH:1].CO[NH2:4].[F:5][C:6]([F:21])([F:20])[C:7]1[CH:8]=[C:9]([C:17](=O)[CH3:18])[CH:10]=[C:11]([C:13]([F:16])([F:15])[F:14])[CH:12]=1.C([O-])(=O)C.[Na+].[O-]S([O-])(=O)=O.[Mg+2].Cl>C(O)C.O>[ClH:1].[CH3:18][CH:17]([C:9]1[CH:8]=[C:7]([C:6]([F:21])([F:20])[F:5])[CH:12]=[C:11]([C:13]([F:16])([F:15])[F:14])[CH:10]=1)[NH2:4] |f:0.1,3.4,5.6,10.11|. Reported procedure: O-Methylhydroxylamine hydrochloride (19.57 g, 234 mmol) was added to a solution of 1-[3,5-bis(trifluoromethyl)phenyl]ethanone (50 g, 195 mmol), and sodium acetate (31.9 g, 234 mmol) in ethanol (450 mL) and water (150 mL) and the mixture was heated under reflux for 18 hours. The mixture was cooled, water (1000 mL) was added and the mixture was extracted with diethyl ether. The combined organic fractions were dried (MgSO4) and the solvent was evaporated under reduced pressure. The residue was diss... Starting materials: CC1=CC=C(C=N1)C#CC1=CC=CC=2C3=C(NC12)C1CCN(C3)CC1 (7-[(6-methylpyridin-3-yl)ethynyl]-3,4,5,6-tetrahydro-1H-2,5-ethanoazepino[4,3-b]indole). Reagents/catalysts: [Pd].CC(=O)[O-].CC(=O)[O-].[Pb+2] (Lindlar catalyst). Solvent: CO (methanol). Conditions: time 3 hour. The product is CC1=CC=C(C=N1)\C=C/C1=CC=CC=2C3=C(NC12)C1CCN(C3)CC1 (7-[(Z)-2-(6-methylpyridin-3-yl)vinyl]-3,4,5,6-tetrahydro-1H-2,5-ethanoazepino[4,3-b]indole). Reaction SMILES: [CH3:1][C:2]1[N:7]=[CH:6][C:5]([C:8]#[C:9][C:10]2[C:18]3[NH:17][C:16]4[CH:19]5[CH2:25][CH2:24][N:22]([CH2:23][C:15]=4[C:14]=3[CH:13]=[CH:12][CH:11]=2)[CH2:21][CH2:20]5)=[CH:4][CH:3]=1>CO.[Pd].CC([O-])=O.CC([O-])=O.[Pb+2]>[CH3:1][C:2]1[N:7]=[CH:6][C:5](/[CH:8]=[CH:9]\[C:10]2[C:18]3[NH:17][C:16]4[CH:19]5[CH2:25][CH2:24][N:22]([CH2:23][C:15]=4[C:14]=3[CH:13]=[CH:12][CH:11]=2)[CH2:21][CH2:20]5)=[CH:4][CH:3]=1 |f:2.3.4.5|. Procedure: The product of Example 3 (100.9 mg, 0.308 mmol) was dissolved in methanol (5 mL). Lindlar catalyst (5% Pd on CaCO3 poisoned with lead, Aldrich, 9.8 mg) was added to the reaction mixture. The reaction flask was purged with nitrogen then purged with hydrogen, and the mixture was stirred under hydrogen (1 atm) at room temperature for 3 hours. The flask was purged with nitrogen and the reaction mixture was filtered. The filtrate was concentrated under vacuum, and the residue was purified by reverse-... Reactants: BrC=1C=NC=2N(C1)N=C(C2)C(=O)O (6-bromo-pyrazolo[1,5-A]pyrimidine-2-carboxylic acid), Cl.CC=1SC2=C(CCNCC2)N1 (2-methyl-5,6,7,8-tetrahydro-4H-thiazolo[4,5-d]azepine hydrochloride). Yields the product BrC=1C=NC=2N(C1)N=C(C2)C(=O)N2CCC1=C(CC2)S=C(N1)C ((6-Bromo-pyrazolo[1,5-a]pyrimidin-2-yl)-(2-methyl-4,5,7,8-tetrahydro-3H-1lambda*4*-thiazolo[4,5-d]azepin-6-yl)-methanone). Reaction SMILES: [Br:1][C:2]1[CH:3]=[N:4][C:5]2[N:6]([N:8]=[C:9]([C:11]([OH:13])=O)[CH:10]=2)[CH:7]=1.Cl.[CH3:15][C:16]1[S:17][C:18]2[CH2:24][CH2:23][NH:22][CH2:21][CH2:20][C:19]=2[N:25]=1>>[Br:1][C:2]1[CH:3]=[N:4][C:5]2[N:6]([N:8]=[C:9]([C:11]([N:22]3[CH2:23][CH2:24][C:18]4[SH:17]=[C:16]([CH3:15])[NH:25][C:19]=4[CH2:20][CH2:21]3)=[O:13])[CH:10]=2)[CH:7]=1 |f:1.2|. Reported procedure: The title compound was prepared in accordance with the general method of example 1 from 6-bromo-pyrazolo[1,5-A]pyrimidine-2-carboxylic acid and 2-methyl-5,6,7,8-tetrahydro-4H-thiazolo[4,5-d]azepine hydrochloride. The reaction mixture was purified by HPLC chromatography and lyophilized. Yield: 13 mg (16% of theory). ESI-MS: m/z=392 (M+H)+;